Task: describe an organic reaction: reactants, conditions, products, and yield. Dataset: the Open Reaction Database (ORD), a public repository of structured organic reaction records Reactants: [Cl-].C[SiH](C)C (trimethylsilane chloride), ClC1=NC=NC(=C1)Cl (4,6-dichloropyrimidine), dichlorobistriphenylphosphine palladium, O (water), FC1=C(CBr)C(=CC=C1)F (2,6-difluorobenzyl bromide), solution E, solution D. The reagents and catalysts are [Zn] (zinc), BrC(C)Br (dibromoethane). Run in O1CCCC1 (tetrahydrofuran), O1CCCC1 (tetrahydrofuran), O1CCCC1 (tetrahydrofuran). Run at time 20 minute. Product: ClC1=NC=NC(=C1)CC1=C(C=CC=C1F)F (4-chloro-6-(2,6-difluorobenzyl)pyrimidine). Isolated yield 28.5%. As a reaction SMILES: [Cl-].C[SiH](C)C.[F:6][C:7]1[CH:14]=[CH:13][CH:12]=[C:11]([F:15])[C:8]=1[CH2:9]Br.[Cl:16][C:17]1[CH:22]=[C:21](Cl)[N:20]=[CH:19][N:18]=1.O>O1CCCC1.BrC(Br)C.[Zn]>[Cl:16][C:17]1[CH:22]=[C:21]([CH2:9][C:8]2[C:7]([F:6])=[CH:14][CH:13]=[CH:12][C:11]=2[F:15])[N:20]=[CH:19][N:18]=1 |f:0.1|. Procedure: In 10 ml of tetrahydrofuran was suspended 1.3 g of zinc (powder), to which dibromoethane (2 drops) was added. The mixture was heated under reflux for 5 minutes, to which trimethylsilane chloride was added. The mixture was further heated under reflux for 5 minutes, to which a solution of 2.5 g of 2,6-difluorobenzyl bromide dissolved in 20 ml of tetrahydrofuran was slowly added with heating under reflux, followed by stirring for 20 minutes. (The solution thus obtained is referred to as solution E)... The reactants are C(C=C)C(C(CC(=O)OC)O)CCCC (Methyl 4-allyl-3-hydroxyoctanoate). Solvent: [OH-].[K+].CO (potassium hydroxide methanol). Run at time 8 hour. Product: C(C=C)C(C(CC(=O)O)O)CCCC (4-Allyl-3-hydroxyoctanoic acid). RXN SMILES: [CH2:1]([CH:4]([CH2:12][CH2:13][CH2:14][CH3:15])[CH:5]([OH:11])[CH2:6][C:7]([O:9]C)=[O:8])[CH:2]=[CH2:3]>[OH-].[K+].CO>[CH2:1]([CH:4]([CH2:12][CH2:13][CH2:14][CH3:15])[CH:5]([OH:11])[CH2:6][C:7]([OH:9])=[O:8])[CH:2]=[CH2:3] |f:1.2.3|. Procedure: Methyl 4-allyl-3-hydroxyoctanoate (6.8 g, 31.7 mmol) was dissolved in a 2 N potassium hydroxide-methanol solution (20 mL), and the solution was stirred overnight at room temperature. The reaction solution was concentrated, then diluted with water, and washed with ether. The aqueous solution was made acidic using hydrochloric acid, followed by extraction with ethyl acetate. The organic layer was washed with water and saturated saline and dried over anhydrous magnesium sulfate. Then, the solvent w... The reactants are NC1C(N(C1)C(C(=O)O)C=1SC=CC1)=O (2-(3-Amino-2-oxo-1-azetidinyl)-2-(2-thienyl)acetic acid), C(C)(=O)N (acetamide), ClC(=O)OCC (ethyl chloroformate), C(C)(C)(C)OC(=O)NC(CCOC1=CC=C(C=C1)C(C(=O)O)=O)C(=O)OC (4-(3-tert-butoxycarbonylamino-3-methoxycarbonylpropoxy)phenylglyoxylic acid). The reagents and catalysts are CN(C)CC1=CC=CC=C1 (N,N-dimethylbenzylamine). The solvent is CN(C=O)C (N,N-dimethylformamide), ClCCl (dichloromethane), C(C)N(CC)CC (triethylamine), ClCCl (dichloromethane), C([O-])(O)=O.[Na+] (sodium bicarbonate), ClCCl (dichloromethane), ClCCl (dichloromethane). Reaction conditions: time 6 hour. Yields the product C(C)(C)(C)OC(=O)NC(CCOC1=CC=C(C=C1)N(C1C(N(C1)C(C(=O)O)C=1SC=CC1)=O)C(C=O)=O)C(=O)OC (2-[3{4-(3-tert-butyoxycarbonylamino-3-methoxycarbonylpropoxy)phenylglyoxyloylamino}-2-oxo-1-azetidinyl]-2-(2-thienyl)acetic acid). The yield is 14.7%. Reaction SMILES: [NH2:1][CH:2]1[CH2:5][N:4]([CH:6]([C:10]2[S:11][CH:12]=[CH:13][CH:14]=2)[C:7]([OH:9])=[O:8])[C:3]1=[O:15].[C:16](N)(=[O:18])[CH3:17].[C:20]([O:24][C:25]([NH:27][CH:28]([C:43]([O:45][CH3:46])=[O:44])[CH2:29][CH2:30][O:31][C:32]1[CH:37]=[CH:36][C:35](C(=O)C(O)=O)=[CH:34][CH:33]=1)=[O:26])([CH3:23])([CH3:22])[CH3:21].ClC(OCC)=[O:49]>ClCCl.CN(CC1C=CC=CC=1)C.C(=O)(O)[O-].[Na+].C(N(CC)CC)C.CN(C)C=O>[C:20]([O:24][C:25]([NH:27][CH:28]([C:43]([O:45][CH3:46])=[O:44])[CH2:29][CH2:30][O:31][C:32]1[CH:37]=[CH:36][C:35]([N:1]([C:16](=[O:18])[CH:17]=[O:49])[CH:2]2[CH2:5][N:4]([CH:6]([C:10]3[S:11][CH:12]=[CH:13][CH:14]=3)[C:7]([OH:9])=[O:8])[C:3]2=[O:15])=[CH:34][CH:33]=1)=[O:26])([CH3:22])([CH3:23])[CH3:21] |f:6.7|. Procedure details: 2-(3-Amino-2-oxo-1-azetidinyl)-2-(2-thienyl)acetic acid (380 mg.) was suspended in dichloromethane (15 ml.), and to the suspension, there were added bis(timethylsilyl) acetamide (0.60 g.) and N,N-dimethylformamide (0.25 ml.). The mixture was stirred at ambient temperature for 6 hours and insoluble materials were filtered off from the mixture, and to the filtrate, there was added bis(trimethylsilyl) acetamide (0.20 g.), whereafter the mixture was stirred for half an hour to prepare a dichlorometh... Reaction SMILES: [C:12]([O:13][CH2:14][Cl:15])(=[O:16])[Cl:17].[CH3:18][CH2:19][O:20][CH2:21][CH3:22].[CH:1]1([CH2:4][OH:5])[CH2:2][CH2:3]1.[Cl:23][CH2:24][Cl:25].[cH:6]1[cH:7][cH:8][n:9][cH:10][cH:11]1>>[CH:1]1([CH2:4][O:5][C:12]([O:13][CH2:14][Cl:15])=[O:16])[CH2:2][CH2:3]1. Reactants: O=C(Cl)OCCl, CCOCC, OCC1CC1, ClCCl, c1ccncc1. Product: O=C(OCCl)OCC1CC1. Reactants: CCO, O=C(N1CCCc2ccccc21)N1C2C=C(c3cccnc3)CC1CC2. The product is O=C(N1CCCc2ccccc21)N1C2CCC1CC(c1cccnc1)C2. RXN SMILES: [CH3:27][CH2:28][OH:29].[n:1]1[cH:2][c:3]([C:7]2=[CH:8][CH:9]3[CH2:10][CH2:11][CH:12]([CH2:13]2)[N:14]3[C:15](=[O:16])[N:17]2[CH2:18][CH2:19][CH2:20][c:21]3[cH:22][cH:23][cH:24][cH:25][c:26]32)[cH:4][cH:5][cH:6]1>>[n:1]1[cH:2][c:3]([CH:7]2[CH2:8][CH:9]3[CH2:10][CH2:11][CH:12]([CH2:13]2)[N:14]3[C:15](=[O:16])[N:17]2[CH2:18][CH2:19][CH2:20][c:21]3[cH:22][cH:23][cH:24][cH:25][c:26]32)[cH:4][cH:5][cH:6]1. The reactants are BrC=1C=CC2=C(C1)C=1CN(CCC1O2)C(=O)OC(C)(C)C (tert-butyl 8-bromo-3,4-dihydrobenzofuro[3,2-c]pyridine-2(1H)-carboxylate), [N+](=O)([O-])C1=CC=C(C=C1)S(=O)[O-].[Na+] (sodium 4-nitrobenzenesulfinate). Yields the product [N+](=O)([O-])C1=CC=C(C=C1)S(=O)(=O)C=1C=CC2=C(C1)C=1CN(CCC1O2)C(=O)OC(C)(C)C (tert-butyl 8-(4-nitrophenylsulfonyl)-3,4-dihydrobenzofuro[3,2-c]pyridine-2(1H)-carboxylate). Yield: 25.0%. Reaction SMILES: Br[C:2]1[CH:3]=[CH:4][C:5]2[O:14][C:13]3[CH2:12][CH2:11][N:10]([C:15]([O:17][C:18]([CH3:21])([CH3:20])[CH3:19])=[O:16])[CH2:9][C:8]=3[C:6]=2[CH:7]=1.[N+:22]([C:25]1[CH:30]=[CH:29][C:28]([S:31]([O-:33])=[O:32])=[CH:27][CH:26]=1)([O-:24])=[O:23].[Na+]>>[N+:22]([C:25]1[CH:26]=[CH:27][C:28]([S:31]([C:2]2[CH:3]=[CH:4][C:5]3[O:14][C:13]4[CH2:12][CH2:11][N:10]([C:15]([O:17][C:18]([CH3:21])([CH3:20])[CH3:19])=[O:16])[CH2:9][C:8]=4[C:6]=3[CH:7]=2)(=[O:33])=[O:32])=[CH:29][CH:30]=1)([O-:24])=[O:23] |f:1.2|. Procedure details: The product of Example 29, step B and sodium 4-nitrobenzenesulfinate were coupled using the procedure of Example 29, step C. Purification by flash column chromatography (SiO2, 3:2 hexane/ethyl acetate) provided tert-butyl 8-(4-nitrophenylsulfonyl)-3,4-dihydrobenzofuro[3,2-c]pyridine-2(1H)-carboxylate (96 mg, 25%) as a pale yellow solid: 1H NMR (CDCl3, 300 MHz) δ 8.08 (s, 1H), 7.83 (dd, J=8.7, 1.8 Hz, 1H), 7.77-7.72 (m, 1H), 7.65 (dt, J=7.8, 2.1 Hz, 1H), 7.53 (d, J=8.4 Hz, 1H), 7.50-7.44 (m, 1H),...